From a dataset of the Open Reaction Database (ORD), a public repository of structured organic reaction records. describe an organic reaction: reactants, conditions, products, and yield Starting materials: C1(=CC=CC=C1)NC(C(=O)OCC)CC1=CC=C(C=C1)OCCNC(C1=CC=C(C=C1)C1=NC=CC=C1)=O (Ethyl 2-phenylamino-3-[4-[2-(4-pyridine-2-ylbenzoylamino)ethoxy]phenyl]propionate), [OH-].[Na+] (sodium hydroxide). Solvent: CO (methanol). Yields the product C1(=CC=CC=C1)NC(C(=O)O)CC1=CC=C(C=C1)OCCNC(C1=CC=C(C=C1)C1=NC=CC=C1)=O (2-Phenylamino-3-[4-[2-(4-pyridine-2-ylbenzoylamino)ethoxy]phenyl]propionic acid). Reaction SMILES: [C:1]1([NH:7][CH:8]([CH2:14][C:15]2[CH:20]=[CH:19][C:18]([O:21][CH2:22][CH2:23][NH:24][C:25](=[O:38])[C:26]3[CH:31]=[CH:30][C:29]([C:32]4[CH:37]=[CH:36][CH:35]=[CH:34][N:33]=4)=[CH:28][CH:27]=3)=[CH:17][CH:16]=2)[C:9]([O:11]CC)=[O:10])[CH:6]=[CH:5][CH:4]=[CH:3][CH:2]=1.[OH-].[Na+]>CO>[C:1]1([NH:7][CH:8]([CH2:14][C:15]2[CH:20]=[CH:19][C:18]([O:21][CH2:22][CH2:23][NH:24][C:25](=[O:38])[C:26]3[CH:27]=[CH:28][C:29]([C:32]4[CH:37]=[CH:36][CH:35]=[CH:34][N:33]=4)=[CH:30][CH:31]=3)=[CH:17][CH:16]=2)[C:9]([OH:11])=[O:10])[CH:6]=[CH:5][CH:4]=[CH:3][CH:2]=1 |f:1.2|. Reported procedure: Ethyl 2-phenylamino-3-[4-[2-(4-pyridine-2-ylbenzoylamino)ethoxy]phenyl]propionate is hydrolyzed by sodium hydroxide in methanol to give the title compound.